From a dataset of the Open Reaction Database (ORD), a public repository of structured organic reaction records. describe an organic reaction: reactants, conditions, products, and yield Starting materials: COC1=NS(N=C1OC)(=O)=O (3,4-dimethoxy-1,2,5-thiadiazole 1,1-dioxide), N(C(=N)N)C=1SC=C(N1)CSCCN (2-[(2-guanidinothiazol-4-yl)methylthio]ethylamine), N(C(=N)N)C=1SC=C(N1)CSCCNC1=NSN=C1OC (3-{2-[(2-guanidinothiazol-4-yl)methylthio]ethylamino}-4-methoxy-1,2,5-thiadiazole), 1,1-dioxide, [OH-].[Na+] (sodium hydroxide). The product is N(C(=N)N)C=1SC=C(N1)CSCCNC1=NS(N=C1O)(=O)=O (3-{2-[(2-Guanidinothiazol-4-yl)methylthio]ethylamino}-4-hydroxy-1,2,5-thiadiazole 1,1-dioxide). As a reaction SMILES: C[O:2][C:3]1[C:7](OC)=[N:6][S:5](=[O:11])(=[O:10])[N:4]=1.[NH:12]([C:16]1[S:17][CH:18]=[C:19]([CH2:21][S:22][CH2:23][CH2:24][NH2:25])[N:20]=1)[C:13]([NH2:15])=[NH:14].N(C1SC=C(CSCCNC2C(OC)=NSN=2)N=1)C(N)=N.[OH-].[Na+]>>[NH:12]([C:16]1[S:17][CH:18]=[C:19]([CH2:21][S:22][CH2:23][CH2:24][NH:25][C:7]2[C:3]([OH:2])=[N:4][S:5](=[O:11])(=[O:10])[N:6]=2)[N:20]=1)[C:13]([NH2:15])=[NH:14] |f:3.4|. Procedure details: When 3,4-dimethoxy-1,2,5-thiadiazole 1,1-dioxide is reacted with one equivalent of 2-[(2-guanidinothiazol-4-yl)methylthio]ethylamine and the resultant 3-{2-[(2-guanidinothiazol-4-yl)methylthio]ethylamino}-4-methoxy-1,2,5-thiadiazole, 1,1-dioxide is reacted with sodium hydroxide according to the procedure described in Example 17, Step B, the title compound is produced. RXN SMILES: [C:42](=[O:43])([O-:44])[O-:45].[CH3:1][S:2](=[O:3])(=[O:4])[c:5]1[cH:6][cH:7][c:8](-[n:11]2[c:12](=[O:35])[cH:13][c:14]([O:17][CH:18]3[CH2:19][CH2:20][N:21]([C:24](=[O:25])[O:26][c:27]4[c:28]([CH3:34])[cH:29][c:30]([Br:33])[cH:31][cH:32]4)[CH2:22][CH2:23]3)[cH:15][cH:16]2)[cH:9][cH:10]1.[CH:36](=[CH:37][CH3:38])[B:39]([OH:40])[OH:41].[Cs+:46].[Cs+:47].[O:48]=[CH:49][N:50]([CH3:51])[CH3:52].[OH2:53]>>[CH3:1][S:2](=[O:3])(=[O:4])[c:5]1[cH:6][cH:7][c:8](-[n:11]2[c:12](=[O:35])[cH:13][c:14]([O:17][CH:18]3[CH2:19][CH2:20][N:21]([C:24](=[O:25])[O:26][c:27]4[c:28]([CH3:34])[cH:29][c:30]([CH:36]=[CH:37][CH3:38])[cH:31][cH:32]4)[CH2:22][CH2:23]3)[cH:15][cH:16]2)[cH:9][cH:10]1. The product is CC=Cc1ccc(OC(=O)N2CCC(Oc3ccn(-c4ccc(S(C)(=O)=O)cc4)c(=O)c3)CC2)c(C)c1. Starting materials: O=C([O-])[O-], Cc1cc(Br)ccc1OC(=O)N1CCC(Oc2ccn(-c3ccc(S(C)(=O)=O)cc3)c(=O)c2)CC1, CC=CB(O)O, [Cs+], [Cs+], CN(C)C=O, O. The reactants are NC1=C(C=C(C#N)C=C1)[N+](=O)[O-] (4-Amino 3-nitro-benzonitrile). Reagents/catalysts: [Pd] (Pd/C). Run in C(C)(=O)OCC (ethyl acetate). Run at temperature 23 celsius, time 8 hour. The product is NC=1C=C(C#N)C=CC1N (3,4 diamino benzonitrile). RXN SMILES: [NH2:1][C:2]1[CH:9]=[CH:8][C:5]([C:6]#[N:7])=[CH:4][C:3]=1[N+:10]([O-])=O>C(OCC)(=O)C.[Pd]>[NH2:10][C:3]1[CH:4]=[C:5]([CH:8]=[CH:9][C:2]=1[NH2:1])[C:6]#[N:7]. Procedure: 4-Amino 3-nitro-benzonitrile (5.0 g, 0.03 moles) was dissolved in ethyl acetate then treated with 2.5 g of 10% Pd/C. The reaction mixture was flushed with hydrogen and allowed to stir overnight at 23° C. The reaction was not quite complete so 0.5 g more 10% Pd/C was added. After 2 hours the reaction was complete. The solution was filtered through celite, concentrated and used without further purification (4.67 g). Reactants: BrC=1C=C2CN(C(C2=CC1)=O)[C@@H](C(=O)OC)C(C)C ((R)-Methyl 2-(5-bromo-1-oxoisoindolin-2-yl)-3-methylbutanoate), BrC1=CC(=C(C(=O)OC)C=C1)CBr (Methyl 4-bromo-2-(bromomethyl)benzoate), Cl.COC(C(N)C1=CC=CC=C1)=O (2-phenyl glycine methyl ester hydrochloride). The product is BrC=1C=C2CN(C(C2=CC1)=O)[C@H](C(=O)OC)CC1=CC=CC=C1 ((S)-Methyl 2-(5-bromo-1-oxoisoindolin-2-yl)-3-phenylpropanoate). RXN SMILES: [Br:1][C:2]1[CH:3]=[C:4]2[C:8](=[CH:9][CH:10]=1)[C:7](=[O:11])[N:6]([C@H:12]([CH:17]([CH3:19])C)[C:13]([O:15][CH3:16])=[O:14])[CH2:5]2.Br[C:21]1[CH:30]=[CH:29]C(C(OC)=O)=[C:23](CBr)[CH:22]=1.Cl.COC(=O)C(C1C=CC=CC=1)N>>[Br:1][C:2]1[CH:3]=[C:4]2[C:8](=[CH:9][CH:10]=1)[C:7](=[O:11])[N:6]([C@@H:12]([CH2:17][C:19]1[CH:29]=[CH:30][CH:21]=[CH:22][CH:23]=1)[C:13]([O:15][CH3:16])=[O:14])[CH2:5]2 |f:2.3|. Procedure details: The compound of example 380 was prepared analogous to compound of example 359 by reaction of the compound of example 358 and 2-phenyl glycine methyl ester hydrochloride.